The task is: describe an organic reaction: reactants, conditions, products, and yield. This data is from the Open Reaction Database (ORD), a public repository of structured organic reaction records. The reactants are CCOC(=O)C1(C(=O)OCC)CCC1, CO, [Na+], [OH-]. Yields the product CCOC(=O)C1(C(=O)O)CCC1. As a reaction SMILES: [C:1]1([C:5](=[O:6])[O:7][CH2:8][CH3:9])([C:10](=[O:11])[O:12][CH2:13][CH3:14])[CH2:2][CH2:3][CH2:4]1.[CH3:17][OH:18].[Na+:16].[OH-:15]>>[C:1]1([C:5](=[O:6])[O:7][CH2:8][CH3:9])([C:10](=[O:11])[OH:12])[CH2:2][CH2:3][CH2:4]1. Starting materials: C(C)(=O)OC(C)=O (acetic anhydride), COCOC1=CC=2C3C(C(OC2C=C1)C1=CC=C(C=C1)OCOC)CC(C3)O (8-Methoxymethoxy-4-(4-methoxymethoxy-phenyl)-1,2,3,3a,4,9b-hexahydro-cyclopenta[c]chromen-2-ol). Reagents/catalysts: CN(C)C=1C=CN=CC1 (DMAP). Run in C(Cl)Cl (CH2Cl2), CCOC(=O)C (EtOAc). Yields the product EtOAc Hexanes, COCOC1=CC=2C3C(C(OC2C=C1)C1=CC=C(C=C1)OCOC)CC(C3)OC(C)=O (Acetic acid 8-methoxymethoxy-4-(4-methoxymethoxy-phenyl)-1,2,3,3a,4,9b-hexahydro-cyclopenta[c]chromen-2-yl ester). Isolated yield 82.7%. Reaction SMILES: [C:1]([O:4][C:5](=O)[CH3:6])(=[O:3])[CH3:2].[CH3:8][O:9][CH2:10][O:11][C:12]1[CH:21]=[CH:20][C:19]2[O:18][CH:17]([C:22]3[CH:27]=[CH:26][C:25]([O:28][CH2:29][O:30][CH3:31])=[CH:24][CH:23]=3)[CH:16]3[CH2:32]C(O)C[CH:15]3[C:14]=2[CH:13]=1>CN(C1C=CN=CC=1)C.C(Cl)Cl.CCOC(C)=O>[CH3:8][O:9][CH2:10][O:11][C:12]1[CH:21]=[CH:20][C:19]2[O:18][CH:17]([C:22]3[CH:27]=[CH:26][C:25]([O:28][CH2:29][O:30][CH3:31])=[CH:24][CH:23]=3)[CH:16]3[CH2:32][CH:5]([O:4][C:1](=[O:3])[CH3:2])[CH2:6][CH:15]3[C:14]=2[CH:13]=1. Procedure: Add acetic anhydride (53 mg, 0.52 mmol) to a solution of alcohol 25 (200 mg, 0.52 mmol), Et3 N (0.14 mL, 1.03 mmol), and DMAP (6 mg, 0.052 mmol) in CH2Cl2 (5 mL) and stir the reaction at room temperature for 1 hour. Dilute the solution with EtOAc and wash with H2O, saturated aqueous sodium bicarbonate and brine. Dry (Na2SO4), filter and concentrate the solution in vacuo. Purify the product by flash chromatography (10 g SiO2, 40 mL/min, 0-40% EtOAc/Hexanes over 20 minutes and then 40% EtOAc/Hexan... The reactants are NCCc1ccccc1, Cc1nnsc1C(=O)O, CN(C)c1ccncc1, C(=NC1CCCCC1)=NC1CCCCC1. Yields the product Cc1nnsc1C(=O)NCCc1ccccc1. RXN SMILES: [CH2:25]([CH2:26][c:27]1[cH:28][cH:29][cH:30][cH:31][cH:32]1)[NH2:33].[CH3:1][c:2]1[n:3][n:4][s:5][c:6]1[C:7](=[O:8])[OH:9].[CH3:34][N:35]([CH3:36])[c:37]1[cH:38][cH:39][n:40][cH:41][cH:42]1.[CH:10]1([N:11]=[C:12]=[N:13][CH:14]2[CH2:15][CH2:16][CH2:17][CH2:18][CH2:19]2)[CH2:20][CH2:21][CH2:22][CH2:23][CH2:24]1>>[CH3:1][c:2]1[n:3][n:4][s:5][c:6]1[C:7](=[O:9])[NH:33][CH2:25][CH2:26][c:27]1[cH:28][cH:29][cH:30][cH:31][cH:32]1. Reactants: CN(S(=O)(=O)C)C1=NC=CC=C1CNC1=NC(=NC=C1C(F)(F)F)NC1=CC=2C3CN(CC(C2C=C1)C3)C(C(F)(F)F)=O ((+/−) N-Methyl-N-(3-{[2-(10-trifluoroacetyl-10-aza-tricyclo[6.3.1.02.7]dodeca-2(7),3,5-trien-4-ylamino)-5-trifluoromethyl-pyrimidin-4-ylamino]-methyl}-pyridin-2-yl)-methanesulfonamide), [OH-].[Na+] (NaOH). The reagents and catalysts are [Cl-].C(C1=CC=CC=C1)[N+](CC)(CC)CC (benzyl triethyl ammonium chloride). Solvent: O1CCCC1 (tetrahydrofuran). Run at temperature 70 celsius. Product: C12C=3C=C(C=CC3C(CNC1)C2)NC2=NC=C(C(=N2)NCC=2C(=NC=CC2)NS(=O)(=O)C)C(F)(F)F ((+/−) N-(3-{[2-(10-Aza-tricyclo[6.3.1.02.7]dodeca-2(7),3,5-trien-4-ylamino)-5-trifluoromethyl-pyrimidin-4-ylamino]-methyl}-pyridin-2-yl)-methanesulfonamide). Reaction SMILES: C[N:2]([C:7]1[C:12]([CH2:13][NH:14][C:15]2[C:20]([C:21]([F:24])([F:23])[F:22])=[CH:19][N:18]=[C:17]([NH:25][C:26]3[CH:36]=[CH:35][C:34]4[CH:33]5[CH2:37][CH:29]([CH2:30][N:31](C(=O)C(F)(F)F)[CH2:32]5)[C:28]=4[CH:27]=3)[N:16]=2)=[CH:11][CH:10]=[CH:9][N:8]=1)[S:3]([CH3:6])(=[O:5])=[O:4].[OH-].[Na+]>[Cl-].C([N+](CC)(CC)CC)C1C=CC=CC=1.O1CCCC1>[CH:29]12[CH2:37][CH:33]([CH2:32][NH:31][CH2:30]1)[C:34]1[CH:35]=[CH:36][C:26]([NH:25][C:17]3[N:16]=[C:15]([NH:14][CH2:13][C:12]4[C:7]([NH:2][S:3]([CH3:6])(=[O:4])=[O:5])=[N:8][CH:9]=[CH:10][CH:11]=4)[C:20]([C:21]([F:22])([F:23])[F:24])=[CH:19][N:18]=3)=[CH:27][C:28]2=1 |f:1.2,3.4|. Procedure details: A solution 3 and tetrahydrofuran (2.00 mL) was treated with three crystals of benzyl triethyl ammonium chloride and 40% aqueous NaOH (2.00 mL), and the resultant bi-phasic reaction was heated to 70° C. under nitrogen. After sixteen hours, the mixture was allowed to cool to 25° C. The organic phase was collected and the aqueous layer was washed with EtOAc. The combined organic phases were dried over MgSO4, concentrated under reduced pressure, and purified over silica (92:8:0.8 CHCl3:CH3OH: NH4OH)... The reactants are CC(=O)c1ccc2c(c1)C(NC(=O)c1ccc(F)cc1)C(O)C(C)(C)O2, CC#N, O=C(O[IH2](OC(=O)C(F)(F)F)c1ccccc1)C(F)(F)F, O, O=C(O)C(F)(F)F. Product: CC1(C)Oc2ccc(C(=O)CO)cc2C(NC(=O)c2ccc(F)cc2)C1O. RXN SMILES: [C:1]([CH3:2])(=[O:3])[c:4]1[cH:5][cH:6][c:7]2[c:8]([cH:26]1)[CH:9]([NH:16][C:17]([c:18]1[cH:19][cH:20][c:21]([F:24])[cH:22][cH:23]1)=[O:25])[CH:10]([OH:15])[C:11]([CH3:13])([CH3:14])[O:12]2.[CH3:56][C:57]#[N:58].[F:35][C:36]([F:37])([F:38])[C:39]([O:40][IH2:41]([c:42]1[cH:43][cH:44][cH:45][cH:46][cH:47]1)[O:48][C:49](=[O:50])[C:51]([F:52])([F:53])[F:54])=[O:55].[OH2:27].[OH:28][C:29]([C:30]([F:31])([F:32])[F:33])=[O:34]>>[C:1]([CH2:2][OH:28])(=[O:3])[c:4]1[cH:5][cH:6][c:7]2[c:8]([cH:26]1)[CH:9]([NH:16][C:17]([c:18]1[cH:19][cH:20][c:21]([F:24])[cH:22][cH:23]1)=[O:25])[CH:10]([OH:15])[C:11]([CH3:13])([CH3:14])[O:12]2. Starting materials: CC(C)(C)C(=O)Nc1cc(C(C)(C)C)[nH]n1, [O-][Cl+2]([O-])[O-], Cl, [Na+], [Na+], [OH-], O. Product: CC(C)(C)C(=O)Nc1n[nH]c(C(C)(C)C)c1Cl. Reaction SMILES: [C:1]([CH3:2])([CH3:3])([CH3:4])[c:5]1[cH:6][c:7]([NH:10][C:11]([C:12]([CH3:13])([CH3:14])[CH3:15])=[O:16])[n:8][nH:9]1.[Cl+2:17]([O-:18])([O-:19])[O-:20].[ClH:24].[Na+:21].[Na+:23].[OH-:22].[OH2:25]>>[C:1]([CH3:2])([CH3:3])([CH3:4])[c:5]1[c:6]([Cl:17])[c:7]([NH:10][C:11]([C:12]([CH3:13])([CH3:14])[CH3:15])=[O:16])[n:8][nH:9]1.